From a dataset of the Open Reaction Database (ORD), a public repository of structured organic reaction records. describe an organic reaction: reactants, conditions, products, and yield Starting materials: C(C)(=O)NC1=CC=C(C=C1)CN1[C@@H](C[C@H](C1)NS(=O)(=O)C1=CC=C(C=C1)Cl)\C=C/CCCC(=O)O ((2S,4R)-1-[(4-acetylaminophenyl)methyl]-2-[(Z)-5-carboxy-1-pentenyl]-4-(4-chlorophenylsulfonylamino)pyrrolidine), Cl (hydrochloric acid), [OH-].[Na+] (sodium hydroxide). Yields the product NC1=CC=C(C=C1)CN1[C@@H](C[C@H](C1)NS(=O)(=O)C1=CC=C(C=C1)Cl)\C=C/CCCC(=O)O ((2S,4R)-1-[(4-aminophenyl)methyl]-2-[(Z)-5-carboxy-1-pentenyl]-4-(4-chlorophenylsulfonylamino)pyrrolidine). Yield: 51.7%. Reaction SMILES: C([NH:4][C:5]1[CH:10]=[CH:9][C:8]([CH2:11][N:12]2[CH2:16][C@H:15]([NH:17][S:18]([C:21]3[CH:26]=[CH:25][C:24]([Cl:27])=[CH:23][CH:22]=3)(=[O:20])=[O:19])[CH2:14][C@H:13]2/[CH:28]=[CH:29]\[CH2:30][CH2:31][CH2:32][C:33]([OH:35])=[O:34])=[CH:7][CH:6]=1)(=O)C.Cl.[OH-].[Na+]>>[NH2:4][C:5]1[CH:10]=[CH:9][C:8]([CH2:11][N:12]2[CH2:16][C@H:15]([NH:17][S:18]([C:21]3[CH:26]=[CH:25][C:24]([Cl:27])=[CH:23][CH:22]=3)(=[O:19])=[O:20])[CH2:14][C@H:13]2/[CH:28]=[CH:29]\[CH2:30][CH2:31][CH2:32][C:33]([OH:35])=[O:34])=[CH:7][CH:6]=1 |f:2.3|. Reported procedure: A solution of (2S,4R)-1-[(4-acetylaminophenyl)methyl]-2-[(Z)-5-carboxy-1-pentenyl]-4-(4-chlorophenylsulfonylamino)pyrrolidine (200 mg) in 6N-hydrochloric acid (5 ml) was refluxed for 4 hours. The mixture was cooled in an ice bath and adjusted to pH 7 with 1N-sodium hydroxide. The precipitated solid was collected by filtration to give (2S,4R)-1-[(4-aminophenyl)methyl]-2-[(Z)-5-carboxy-1-pentenyl]-4-(4-chlorophenylsulfonylamino)pyrrolidine (95 mg). Starting materials: FC=1C=C(C=CC1N1C=NC(=C1)CO)N1C(O[C@H](C1)CNC(C)=O)=O (N-[(5S)-3-(3-Fluoro-4-(4-hydroxymethylimidazol-1-yl)phenyl)-2-oxooxazolidin-5-yl-methyl]acetamide), N1C(N=CC=C1)=S (pyrimidine-2-thione), C(C(C)(C)C)OC(N(C)C)OCC(C)(C)C (N,N-dimethylformamide dineopentyl acetal). Run in C(C)#N (acetonitrile). Yields the product FC=1C=C(C=CC1N1C=NC(=C1)CSC1=NC=CC=N1)N1C(O[C@H](C1)CNC(C)=O)=O (N-[(5S)-3-(3-Fluoro-4-(4-pyrimidin-2-ylthiomethylimidazol-1-yl)phenyl)-2-oxooxazolidin-5-ylmethyl]acetamide). Yield: 92.3%. As a reaction SMILES: [F:1][C:2]1[CH:3]=[C:4]([N:15]2[CH2:19][C@H:18]([CH2:20][NH:21][C:22](=[O:24])[CH3:23])[O:17][C:16]2=[O:25])[CH:5]=[CH:6][C:7]=1[N:8]1[CH:12]=[C:11]([CH2:13]O)[N:10]=[CH:9]1.[NH:26]1[CH:31]=[CH:30][CH:29]=[N:28][C:27]1=[S:32].C(OC(OCC(C)(C)C)N(C)C)C(C)(C)C>C(#N)C>[F:1][C:2]1[CH:3]=[C:4]([N:15]2[CH2:19][C@H:18]([CH2:20][NH:21][C:22](=[O:24])[CH3:23])[O:17][C:16]2=[O:25])[CH:5]=[CH:6][C:7]=1[N:8]1[CH:12]=[C:11]([CH2:13][S:32][C:27]2[N:28]=[CH:29][CH:30]=[CH:31][N:26]=2)[N:10]=[CH:9]1. Reported procedure: N-[(5S)-3-(3-Fluoro-4-(4-hydroxymethylimidazol-1-yl)phenyl)-2-oxooxazolidin-5-yl-methyl]acetamide (174 mg, 0.5 mM) and pyrimidine-2-thione (112 mg, 1 mM) were suspended in dry acetonitrile (20 ml), and N,N-dimethylformamide dineopentyl acetal (462 mg, 2 mM) added. The mixture was heated to reflux for 6 hours giving a solution. Solvent was evaporated, the residue dissolved in dichloromethane, and subjected to mplc on silica, eluting with a gradient increasing in polarity from 0 to 20% methanol in... Reactants: OC(CNCCOC1=CC=C(OCC(=O)OC)C=C1)COC1=CC=CC=C1 ((-)-Methyl 4-[2-(2-hydroxy-3-phenoxypropylamino)ethoxy]phenoxyacetate), COCCN (2-methoxyethylamine), CCOCC (ether), Cl (hydrogen chloride). Solvent: ClCCl (dichloromethane). Yields the product Cl.O[C@@H](CNCCOC1=CC=C(OCC(=O)NCCOC)C=C1)COC1=CC=CC=C1 ((S)-4-[2-(2-hydroxy-3-phenoxypropylamino)ethoxy]-N-(2-methoxyethyl)phenoxyacetamide hydrochloride). Reaction SMILES: [OH:1][CH:2]([CH2:20][O:21][C:22]1[CH:27]=[CH:26][CH:25]=[CH:24][CH:23]=1)[CH2:3][NH:4][CH2:5][CH2:6][O:7][C:8]1[CH:19]=[CH:18][C:11]([O:12][CH2:13][C:14]([O:16]C)=O)=[CH:10][CH:9]=1.[CH3:28][O:29][CH2:30][CH2:31][NH2:32].CCOCC.[ClH:38]>ClCCl>[ClH:38].[OH:1][C@H:2]([CH2:20][O:21][C:22]1[CH:27]=[CH:26][CH:25]=[CH:24][CH:23]=1)[CH2:3][NH:4][CH2:5][CH2:6][O:7][C:8]1[CH:9]=[CH:10][C:11]([O:12][CH2:13][C:14]([NH:32][CH2:31][CH2:30][O:29][CH3:28])=[O:16])=[CH:18][CH:19]=1 |f:5.6|. Procedure details: (-)-Methyl 4-[2-(2-hydroxy-3-phenoxypropylamino)ethoxy]phenoxyacetate (44.0 g) (the same starting material as in Example 2) and 2-methoxyethylamine (30 ml) were heated together on a steam-bath for 24 hours. The mixture was cooled and evaporated under reduced pressure to give an oily residue. This was dissolved in dichloromethane (200 ml) and treated with a solution of ether saturated with hydrogen chloride. The solvent was evaporated and the residual solid crystallised from a mixture of methanol... Reactants: C(C)OC(=O)C=1SC(=C(N1)C1=CC=C(C=C1)F)CCN1CCC(CC1)=CC1=CC(=CC=C1)F (2-ethoxycarbonyl-4-(4-fluorophenyl)-5-[2-[4-(3-fluorobenzylidene)piperidin-1-yl]ethyl]thiazole), N (ammonia), N (ammonia). Run in C(C)O (ethanol). The product is C(N)(=O)C=1SC(=C(N1)C1=CC=C(C=C1)F)CCN1CCC(CC1)=CC1=CC(=CC=C1)F (2-carbamoyl-4-(4-fluorophenyl)-5-[2-[4-(3-fluorobenzylidene)piperidin-1-yl]ethyl]thiazole). RXN SMILES: C([O:3][C:4]([C:6]1[S:7][C:8]([CH2:18][CH2:19][N:20]2[CH2:25][CH2:24][C:23](=[CH:26][C:27]3[CH:32]=[CH:31][CH:30]=[C:29]([F:33])[CH:28]=3)[CH2:22][CH2:21]2)=[C:9]([C:11]2[CH:16]=[CH:15][C:14]([F:17])=[CH:13][CH:12]=2)[N:10]=1)=O)C.[NH3:34]>C(O)C>[C:4]([C:6]1[S:7][C:8]([CH2:18][CH2:19][N:20]2[CH2:21][CH2:22][C:23](=[CH:26][C:27]3[CH:32]=[CH:31][CH:30]=[C:29]([F:33])[CH:28]=3)[CH2:24][CH2:25]2)=[C:9]([C:11]2[CH:12]=[CH:13][C:14]([F:17])=[CH:15][CH:16]=2)[N:10]=1)(=[O:3])[NH2:34]. Reported procedure: 315 mg of 2-ethoxycarbonyl-4-(4-fluorophenyl)-5-[2-[4-(3-fluorobenzylidene)piperidin-1-yl]ethyl]thiazole and 0.05 ml of 28% aqueous ammonia were stirred in 1.5 ml of ethanol for 3 days. To the mixture was added 0.50 ml of 28% aqueous ammonia to carry out additional 3 days of reaction. The reaction solution was concentrated under reduced pressure, and the resulting residue was purified by a flash column chromatography (Wako Gel C200 (manufactured by Wako Pure Chemical Industries), eluant: hexane-... Starting materials: CC(C)(C)OC(=O)N1CCNCC1, CS(=O)(=O)c1nccc(Oc2ccc(NC(=O)c3cc(F)cc(N4CCCCC4)c3)c3ccccc23)n1. The product is CC(C)(C)OC(=O)N1CCN(c2nccc(Oc3ccc(NC(=O)c4cc(F)cc(N5CCCCC5)c4)c4ccccc34)n2)CC1. Reaction SMILES: [C:38]([CH3:39])([CH3:40])([CH3:41])[O:42][C:43](=[O:44])[N:45]1[CH2:46][CH2:47][NH:48][CH2:49][CH2:50]1.[F:1][c:2]1[cH:3][c:4]([C:5](=[O:6])[NH:7][c:8]2[cH:9][cH:10][c:11]([O:18][c:19]3[n:20][c:21]([S:25]([CH3:26])(=[O:27])=[O:28])[n:22][cH:23][cH:24]3)[c:12]3[cH:13][cH:14][cH:15][cH:16][c:17]23)[cH:29][c:30]([N:32]2[CH2:33][CH2:34][CH2:35][CH2:36][CH2:37]2)[cH:31]1>>[F:1][c:2]1[cH:3][c:4]([C:5](=[O:6])[NH:7][c:8]2[cH:9][cH:10][c:11]([O:18][c:19]3[n:20][c:21]([N:48]4[CH2:47][CH2:46][N:45]([C:43]([O:42][C:38]([CH3:39])([CH3:40])[CH3:41])=[O:44])[CH2:50][CH2:49]4)[n:22][cH:23][cH:24]3)[c:12]3[cH:13][cH:14][cH:15][cH:16][c:17]23)[cH:29][c:30]([N:32]2[CH2:33][CH2:34][CH2:35][CH2:36][CH2:37]2)[cH:31]1. Starting materials: COC(=O)C=Cc1ccc(CBr)cc1, O=C(c1ccccc1)n1ccnc1, CC#N. Product: [Br-], COC(=O)C=Cc1ccc(Cn2cc[n+](C(=O)c3ccccc3)c2)cc1. Reaction SMILES: [Br:14][CH2:15][c:16]1[cH:17][cH:18][c:19]([CH:20]=[CH:21][C:22](=[O:23])[O:24][CH3:25])[cH:26][cH:27]1.[C:1]([c:2]1[cH:3][cH:4][cH:5][cH:6][cH:7]1)(=[O:8])[n:9]1[cH:10][n:11][cH:12][cH:13]1.[CH3:28][C:29]#[N:30]>>[Br-:14].[C:1]([c:2]1[cH:3][cH:4][cH:5][cH:6][cH:7]1)(=[O:8])[n+:9]1[cH:10][n:11]([CH2:15][c:16]2[cH:17][cH:18][c:19]([CH:20]=[CH:21][C:22](=[O:23])[O:24][CH3:25])[cH:26][cH:27]2)[cH:12][cH:13]1. Reactants: [Na] (sodium), CO (methanol), COC1=CC=C(C=O)C=C1 (4-methoxybenzaldehyde), [N+](=O)([O-])C(C)C (2-nitropropane). Solvent: C(C)(=O)O (acetic acid). Conditions: temperature 13 celsius, time 25 minute. Yields the product COC1=CC=C(C=C1)C(C(C)([N+](=O)[O-])C)O (1-(4 -methoxyphenyl)-2-methyl-2-nitropropanol). Isolated yield 13.1%. RXN SMILES: [Na].CO.[CH3:4][O:5][C:6]1[CH:13]=[CH:12][C:9]([CH:10]=[O:11])=[CH:8][CH:7]=1.[N+:14]([CH:17]([CH3:19])[CH3:18])([O-:16])=[O:15]>C(O)(=O)C>[CH3:4][O:5][C:6]1[CH:13]=[CH:12][C:9]([CH:10]([OH:11])[C:17]([CH3:19])([N+:14]([O-:16])=[O:15])[CH3:18])=[CH:8][CH:7]=1 |^1:0|. Reported procedure: 11.5 g of sodium are added to 300 ml of anhydrous methanol, and 67 g of 4-methoxybenzaldehyde and 105 g of 2-nitropropane are added thereto at 13° C. for 25 minutes under stirring. The mixture is stirred at 23° C. for 70 hours. 32 g of acetic acid are added to the mixture under ice-cooling, and said mixture is evaporated under reduced pressure to remove solvent. About 200 ml of water are added to the residue, and the aqueous mixture is extracted with benzene. The extract is washed with a saturat...